From a dataset of the Open Reaction Database (ORD), a public repository of structured organic reaction records. describe an organic reaction: reactants, conditions, products, and yield Starting materials: [Na] (Sodium), BrC1=C(C=C(C=C1)N1CCNCC1)OC (1-(4-bromo-3-methoxy-phenyl)piperazine), C(C)N(C(C)C)C(C)C (N-ethyl-N-isopropyl-propan-2-amine), C=O (formaldehyde). Solvent: ClCCl (dichloromethane). Run at temperature 25 celsius, time 2 hour. Yields the product BrC1=C(C=C(C=C1)N1CCN(CC1)C)OC (1-(4-bromo-3-methoxy-phenyl)-4-methyl-piperazine). As a reaction SMILES: [Na].[Br:2][C:3]1[CH:8]=[CH:7][C:6]([N:9]2[CH2:14][CH2:13][NH:12][CH2:11][CH2:10]2)=[CH:5][C:4]=1[O:15][CH3:16].[CH2:17](N(C(C)C)C(C)C)C.C=O>ClCCl>[Br:2][C:3]1[CH:8]=[CH:7][C:6]([N:9]2[CH2:10][CH2:11][N:12]([CH3:17])[CH2:13][CH2:14]2)=[CH:5][C:4]=1[O:15][CH3:16] |^1:0|. Reported procedure: Sodium triacetoxyhydroborate (25.9 mg) was added to 1-(4-bromo-3-methoxy-phenyl)piperazine (30 mg), N-ethyl-N-isopropyl-propan-2-amine (0.030 ml) and 37% aqueous formaldehyde (8.01 μl) dissolved in dichloromethane (1 ml). The resulting mixture was stirred at 25° C. for 2 hours. The reaction mixture was quenched with a saturated aqueous solution of sodium hydrogencarbonate (5 ml) and extracted with ethyl acetate (2×10 ml). The combined organic phases were dried over magnesium sulfate and concentr... Starting materials: FC1=CC=C(C=C1)CC1=NN=NN1 (5-[(4-Fluorophenyl)methyl]-1H-tetrazole), C([O-])([O-])=O.[K+].[K+] (potassium carbonate), N1CCOCC1 (morpholine), CS(=O)(=O)OCCCN1C(N(C=2N=C(N(C2C1=O)CC=C)Cl)CCCC(F)(F)F)=O (3-[8-chloro-2,6-dioxo-7-(2-propen-1-yl)-3-(4,4,4-trifluorobutyl)-2,3,6,7-tetrahydro-1H-purin-1-yl]propyl methanesulfonate). Reagents/catalysts: C=1C=CC(=CC1)[P](C=2C=CC=CC2)(C=3C=CC=CC3)[Pd]([P](C=4C=CC=CC4)(C=5C=CC=CC5)C=6C=CC=CC6)([P](C=7C=CC=CC7)(C=8C=CC=CC8)C=9C=CC=CC9)[P](C=1C=CC=CC1)(C=1C=CC=CC1)C=1C=CC=CC1 (tetrakis(triphenylphosphine)palladium(0)). Run in CN(C)C=O (DMF), CN(C)C=O (DMF). Run at temperature 60 celsius. Yields the product ClC1=NC=2N(C(N(C(C2N1)=O)CCCN1N=C(N=N1)CC1=CC=C(C=C1)F)=O)CCCC(F)(F)F (8-Chloro-1-(3-{5-[(4-fluorophenyl)methyl]-2H-tetrazol-2-yl}propyl)-3-(4,4,4-trifluorobutyl)-3,7-dihydro-1H-purine-2,6-dione). As a reaction SMILES: [F:1][C:2]1[CH:7]=[CH:6][C:5]([CH2:8][C:9]2[NH:13][N:12]=[N:11][N:10]=2)=[CH:4][CH:3]=1.C(=O)([O-])[O-].[K+].[K+].CS(O[CH2:25][CH2:26][CH2:27][N:28]1[C:36](=[O:37])[C:35]2[N:34](CC=C)[C:33]([Cl:41])=[N:32][C:31]=2[N:30]([CH2:42][CH2:43][CH2:44][C:45]([F:48])([F:47])[F:46])[C:29]1=[O:49])(=O)=O.N1CCOCC1>CN(C=O)C.C1C=CC([P]([Pd]([P](C2C=CC=CC=2)(C2C=CC=CC=2)C2C=CC=CC=2)([P](C2C=CC=CC=2)(C2C=CC=CC=2)C2C=CC=CC=2)[P](C2C=CC=CC=2)(C2C=CC=CC=2)C2C=CC=CC=2)(C2C=CC=CC=2)C2C=CC=CC=2)=CC=1>[Cl:41][C:33]1[NH:34][C:35]2[C:36](=[O:37])[N:28]([CH2:27][CH2:26][CH2:25][N:11]3[N:12]=[N:13][C:9]([CH2:8][C:5]4[CH:6]=[CH:7][C:2]([F:1])=[CH:3][CH:4]=4)=[N:10]3)[C:29](=[O:49])[N:30]([CH2:42][CH2:43][CH2:44][C:45]([F:48])([F:46])[F:47])[C:31]=2[N:32]=1 |f:1.2.3,^1:64,66,85,104|. Procedure details: 5-[(4-Fluorophenyl)methyl]-1H-tetrazole (75 mg, 0.4 mmol) was treated with potassium carbonate (100 mg, 0.7 mmol) and DMF (3 ml). The mixture was treated with a solution of 3-[8-chloro-2,6-dioxo-7-(2-propen-1-yl)-3-(4,4,4-trifluorobutyl)-2,3,6,7-tetrahydro-1H-purin-1-yl]propyl methanesulfonate (100 mg, 0.2 mmol) in DMF (0.5 ml). The mixture was stirred and heated at 60° C. 3 hours then cooled and evaporated. The residue was partitioned between chloroform (4 ml) and water (2 cm3). 1 cm3 of satura... Starting materials: C(C1=CC=CC=C1)OC1=C(C2=CC=CC=C2C=C1)N1C(=NC=2C1=NC=CC2)CCCC (3-(benzyloxy-naphthalen-1-yl)-2-butyl-3H-imidazo[4,5-b]-pyridine), CCO (EtOH), CCO (EtOH). Reagents/catalysts: [Pd] (Pd/C). Conditions: time 72 hour. Yields the product C(CCC)C1=NC=2C(=NC=CC2)N1C1=C2C=CC(=CC2=CC=C1)O (5-(2-Butyl-imidazo[4,5-b]pyridin-3-yl)-naphthalen-2-ol). Reaction SMILES: C(O[C:9]1[CH:18]=[CH:17][C:16]2[C:11](=[CH:12][CH:13]=[CH:14][CH:15]=2)[C:10]=1[N:19]1[C:23]2=[N:24][CH:25]=[CH:26][CH:27]=[C:22]2[N:21]=[C:20]1[CH2:28][CH2:29][CH2:30][CH3:31])C1C=CC=CC=1.CC[OH:34]>[Pd]>[CH2:28]([C:20]1[N:19]([C:10]2[CH:9]=[CH:18][CH:17]=[C:16]3[C:11]=2[CH:12]=[CH:13][C:14]([OH:34])=[CH:15]3)[C:23]2=[N:24][CH:25]=[CH:26][CH:27]=[C:22]2[N:21]=1)[CH2:29][CH2:30][CH3:31]. Reported procedure: A solution of 3-(benzyloxy-naphthalen-1-yl)-2-butyl-3H-imidazo[4,5-b]-pyridine (1500 g) in EtOH (75 mL) was added to a mixture of Pd/C (3.56 g) in EtOH (50 mL). The mixture was hydrogenated on a paar shaker at 50 psi for 72 hours. The reaction mixture was filtered through celite and concentrated in vacuo to give 1.13 grams of an amorphous solid. 1H NMR (250 MHz, CDCl3): d 8.48 (d, 1 H), 8.24 (d, 1 H), 7.52 (m), 7.37 (dd, 1 H), 7.26 (d, 2 H), 6.68 (dd, 2 H), 6.60 (s, 1 H), 2.67 (t, 2 H), 170 (m, ... Reactants: CCC(O)=S, CC(=O)NC(=O)CCl, [Na+], [OH-], O. The product is CCC(=O)SCC(=O)NC(C)=O. RXN SMILES: [C:3]([CH2:4][CH3:5])(=[S:6])[OH:7].[C:8]([CH3:9])(=[O:10])[NH:11][C:12]([CH2:13][Cl:14])=[O:15].[Na+:2].[OH-:1].[OH2:16]>>[C:3]([CH2:4][CH3:5])([S:6][CH2:13][C:12]([NH:11][C:8]([CH3:9])=[O:10])=[O:15])=[O:7]. The product is Nc1ncnc2ncn(COCCO)c12. RXN SMILES: [CH3:1][O:2][c:3]1[cH:4][cH:5][c:6]([O:9][CH2:10][CH2:11][O:12][CH2:13][n:14]2[cH:15][n:16][c:17]3[n:18][cH:19][n:20][c:21]([NH2:23])[c:22]23)[cH:7][cH:8]1.[CH3:29][CH2:30][OH:31].[CH3:32][C:33]#[N:34].[NH4+:24].[O-:25][N+:26](=[O:27])[O-:28].[OH2:35]>>[OH:9][CH2:10][CH2:11][O:12][CH2:13][n:14]1[cH:15][n:16][c:17]2[n:18][cH:19][n:20][c:21]([NH2:23])[c:22]12. The reactants are COc1ccc(OCCOCn2cnc3ncnc(N)c32)cc1, CCO, CC#N, [NH4+], O=[N+]([O-])[O-], O. Procedure details: The title compound was prepared in a manner analogous to Intermediate 2, Step A, using Intermediate 19 and 2-chloro-4-phenyl-pyrimidine. MS (ESI) mass calcd. for C28H24N4O, 432.53; m/z found, 433.3 [M+H]+. Starting materials: C12CNCCC2CN1C1=NC2=CC=CC=C2N=C1 (2-(3,8-diaza-bicyclo[4.2.0]oct-8-yl)-quinoxaline), C1(=C(C=CC=C1)C(=O)N1CC2CNC2C1)C1=CC=CC=C1 (Biphenyl-2-yl-(3,6-diaza-bicyclo[3.2.0]hept-3-yl)-methanone), ClC1=NC=CC(=N1)C1=CC=CC=C1 (2-chloro-4-phenyl-pyrimidine). The product is C1(=C(C=CC=C1)C(=O)N1CC2CN(C2C1)C1=NC=CC(=N1)C1=CC=CC=C1)C1=CC=CC=C1 (3-(Biphenyl-2-ylcarbonyl)-6-(4-phenylpyrimidin-2-yl)-3,6-diazabicyclo[3.2.0]heptane). Reaction SMILES: C12N(C3C=NC4C(=CC=CC=4)N=3)CC1CCNC2.[C:19]1([C:34]2[CH:39]=[CH:38][CH:37]=[CH:36][CH:35]=2)[CH:24]=[CH:23][CH:22]=[CH:21][C:20]=1[C:25]([N:27]1[CH2:33][CH:32]2[CH:29]([CH2:30][NH:31]2)[CH2:28]1)=[O:26].Cl[C:41]1[N:46]=[C:45]([C:47]2[CH:52]=[CH:51][CH:50]=[CH:49][CH:48]=2)[CH:44]=[CH:43][N:42]=1>>[C:19]1([C:34]2[CH:39]=[CH:38][CH:37]=[CH:36][CH:35]=2)[CH:24]=[CH:23][CH:22]=[CH:21][C:20]=1[C:25]([N:27]1[CH2:33][CH:32]2[CH:29]([CH2:30][N:31]2[C:41]2[N:46]=[C:45]([C:47]3[CH:52]=[CH:51][CH:50]=[CH:49][CH:48]=3)[CH:44]=[CH:43][N:42]=2)[CH2:28]1)=[O:26].